Dataset: the Open Reaction Database (ORD), a public repository of structured organic reaction records. Task: describe an organic reaction: reactants, conditions, products, and yield Reactants: BrC1=CC=C(C(=O)NCCC2=CC=C(C=C2)C2N(CCC2)C)C=C1 (4-bromo-N-{2-[4-(1-methyl-2-pyrrolidinyl)phenyl]ethyl}benzamide), O (Water). The solvent is Cl (hydrochloric acid). Product: CN1C(CCC1)C1=CC=C(C=C1)CCN (2-[4-(1-methyl-2-pyrrolidinyl)phenyl]ethylamine). The yield is 51.7%. Reaction SMILES: BrC1C=CC(C([NH:8][CH2:9][CH2:10][C:11]2[CH:16]=[CH:15][C:14]([CH:17]3[CH2:21][CH2:20][CH2:19][N:18]3[CH3:22])=[CH:13][CH:12]=2)=O)=CC=1.O>Cl>[CH3:22][N:18]1[CH2:19][CH2:20][CH2:21][CH:17]1[C:14]1[CH:15]=[CH:16][C:11]([CH2:10][CH2:9][NH2:8])=[CH:12][CH:13]=1. Procedure details: A solution of 4-bromo-N-{2-[4-(1-methyl-2-pyrrolidinyl)phenyl]ethyl}benzamide (1.12 g, 2.89 mmol) obtained in Example 136 in concentrated hydrochloric acid (14 ml) was stirred at 100° C. for one day. Water was added to the reaction mixture, and the mixture was washed with diethyl ether and basified with potassium carbonate. This was extracted with ethyl acetate, and the extract was washed with saturated brine, and dried over anhydrous sodium sulfate. The solvent was concentrated under reduced pr...